describe an organic reaction: reactants, conditions, products, and yield From a dataset of the Open Reaction Database (ORD), a public repository of structured organic reaction records. Starting materials: N1(CCNCC1)CC1CCC=2C(=CC=CC12)C#N (1-(piperazin-1-ylmethyl)-2,3-dihydro-1H-indene-4-carbonitrile), BrCCC1=CC2=C(C(OC2)=O)C=C1 (5-(2-bromoethyl)-2-benzofuran-1-(3H)-one), N1CCOCC1 (morpholine). Reagents/catalysts: [I-].C(CCC)[N+](CCCC)(CCCC)CCCC (tetrabutyl ammonium iodide). Run in CN(C)C=O (DMF). Conditions: temperature 60 celsius. Product: O=C1OCC2=C1C=C(C=C2)CCN2CCN(CC2)CC2CCC=1C(=CC=CC21)C#N (1-({4-[2-(3-oxo-1,3-dihydro-2-benzofuran-5-yl)ethyl]piperazin-1-yl}methyl)indane-4-carbonitrile). As a reaction SMILES: [N:1]1([CH2:7][CH:8]2[C:16]3[CH:15]=[CH:14][CH:13]=[C:12]([C:17]#[N:18])[C:11]=3[CH2:10][CH2:9]2)[CH2:6][CH2:5][NH:4][CH2:3][CH2:2]1.Br[CH2:20][CH2:21][C:22]1[CH:31]=[CH:30][C:25]2[C:26](=O)[O:27][CH2:28][C:24]=2[CH:23]=1.N1CC[O:35]CC1>[I-].C([N+](CCCC)(CCCC)CCCC)CCC.CN(C=O)C>[O:35]=[C:28]1[C:24]2[CH:23]=[C:22]([CH2:21][CH2:20][N:4]3[CH2:3][CH2:2][N:1]([CH2:7][CH:8]4[C:16]5[CH:15]=[CH:14][CH:13]=[C:12]([C:17]#[N:18])[C:11]=5[CH2:10][CH2:9]4)[CH2:6][CH2:5]3)[CH:31]=[CH:30][C:25]=2[CH2:26][O:27]1 |f:3.4|. Reported procedure: To a flask containing 1-(piperazin-1-ylmethyl)-2,3-dihydro-1H-indene-4-carbonitrile (0.04 g, 0.17 mmol) was added 5-(2-bromoethyl)-2-benzofuran-1-(3H)-one (0.02 g, 0.06 mmol), tetrabutyl ammonium iodide (0.02 g, 0.06 mmol) and morpholine (0.08 mL, 0.99 mmol); the resulting mixture was dissolved in DMF (3 mL) and stirred at 60° C. Analysis of the reaction mixture indicated that reaction had gone to completion. The solution was concentrated in vacuo and shot into Mass-directed HPLC for separation ... Reactants: CC1=C(CN2C=CC3=CC=C(C=C23)C(CCC(=O)O)=O)C(=CC=C1)C (4-[1-(2,6-dimethylbenzyl)-1H-indole-6-yl]-4-oxobutanoic acid), C1(=CC=CC=C1)C (toluene), Cl (hydrochloric acid). The reagents and catalysts are [Zn] (zinc), [Hg]Cl (mercury chloride). Solvent: O (water). Reaction conditions: time 30 minute. The product is CC1=C(CN2C=CC3=CC=C(C=C23)CCCC(=O)O)C(=CC=C1)C (4-[1-(2,6-dimethylbenzyl)-1H-indole-6-yl]butanoic acid). Yield: 50.0%. As a reaction SMILES: [CH3:1][C:2]1[CH:24]=[CH:23][CH:22]=[C:21]([CH3:25])[C:3]=1[CH2:4][N:5]1[C:13]2[C:8](=[CH:9][CH:10]=[C:11]([C:14](=O)[CH2:15][CH2:16][C:17]([OH:19])=[O:18])[CH:12]=2)[CH:7]=[CH:6]1.C1(C)C=CC=CC=1.Cl>[Zn].[Hg]Cl.O>[CH3:1][C:2]1[CH:24]=[CH:23][CH:22]=[C:21]([CH3:25])[C:3]=1[CH2:4][N:5]1[C:13]2[C:8](=[CH:9][CH:10]=[C:11]([CH2:14][CH2:15][CH2:16][C:17]([OH:19])=[O:18])[CH:12]=2)[CH:7]=[CH:6]1. Procedure details: To an aqueous solution (2 mL) of zinc powder (1.2 g) was added mercury chloride (124 mg) at room temperature, and then the reaction mixture was stirred at room temperature for 30 minutes. To the reaction mixture were added the compound [59] obtained in Example 59 (73 mg), toluene (1 mL), water (1 mL) and concentrated hydrochloric acid (1 mL) at room temperature, and then the reaction mixture was heated at reflux for 4 hours. After cooling to room temperature, the reaction mixture was quenched wi... Starting materials: OC1=CC(NC=C1)=O (4-hydroxy-2-pyridone), C(C)OC1=CC=C(C(=O)Cl)C=C1 (4-ethoxybenzoyl chloride). Yields the product C(C)OC1=CC=C(C(=O)OC2=NC=CC(=C2)OC(C2=CC=C(C=C2)OCC)=O)C=C1 (2,4-di(4-ethoxybenzoyloxy)pyridine). Isolated yield 6.0%. Reaction SMILES: [OH:1][C:2]1[CH:7]=[CH:6][NH:5][C:4](=[O:8])[CH:3]=1.[CH2:9]([O:11][C:12]1[CH:20]=[CH:19][C:15]([C:16](Cl)=[O:17])=[CH:14][CH:13]=1)[CH3:10]>>[CH2:9]([O:11][C:12]1[CH:20]=[CH:19][C:15]([C:16]([O:8][C:4]2[CH:3]=[C:2]([O:1][C:16](=[O:17])[C:15]3[CH:14]=[CH:13][C:12]([O:11][CH2:9][CH3:10])=[CH:20][CH:19]=3)[CH:7]=[CH:6][N:5]=2)=[O:17])=[CH:14][CH:13]=1)[CH3:10]. Procedure: The general procedure of Example 16 was followed using 1.00 g of 4-hydroxy-2-pyridone and 3.32 g of 4-ethoxybenzoyl chloride to produce 220 mg of the title compound in a yield of 6%. Starting materials: C(C)(C)(C)C=1N=C(C2=C(N1)N(N=N2)CC)N2CC(CC2)(F)F (5-tert-Butyl-7-(3,3-difluoro-pyrrolidin-1-yl)-3-ethyl-3H-[1,2,3]triazolo[4,5-d]pyrimidine), C(C)(C)(C)C=1N=C(C2=C(N1)NN=N2)N2CC(CC2)(F)F (5-tert-butyl-7-(3,3-difluoropyrrolidin-1-yl)-3H-[1,2,3]triazolo[4,5-d]pyrimidine), BrCC(=O)C1=CC(=CC=C1)Cl (2-bromo-1-(3-chlorophenyl)ethanone). Product: C(C)(C)(C)C=1N=C(C2=C(N1)N(N=N2)CC(=O)C2=CC(=CC=C2)Cl)N2CC(CC2)(F)F (2-[5-tert-Butyl-7-(3,3-difluoro-pyrrolidin-1-yl)-[1,2,3]triazolo[4,5-d]pyrimidin-3-yl]-1-(3-chloro-phenyl)-ethanone). As a reaction SMILES: C(C1N=C(N2CCC(F)(F)C2)C2N=NN(CC)C=2N=1)(C)(C)C.[C:23]([C:27]1[N:28]=[C:29]([N:36]2[CH2:40][CH2:39][C:38]([F:42])([F:41])[CH2:37]2)[C:30]2[N:35]=[N:34][NH:33][C:31]=2[N:32]=1)([CH3:26])([CH3:25])[CH3:24].Br[CH2:44][C:45]([C:47]1[CH:52]=[CH:51][CH:50]=[C:49]([Cl:53])[CH:48]=1)=[O:46]>>[C:23]([C:27]1[N:28]=[C:29]([N:36]2[CH2:40][CH2:39][C:38]([F:41])([F:42])[CH2:37]2)[C:30]2[N:35]=[N:34][N:33]([CH2:44][C:45]([C:47]3[CH:52]=[CH:51][CH:50]=[C:49]([Cl:53])[CH:48]=3)=[O:46])[C:31]=2[N:32]=1)([CH3:26])([CH3:24])[CH3:25]. Procedure: In analogy to the procedure described for the synthesis of 5-tert-butyl-7-(3,3-difluoropyrrolidin-1-yl)-3-ethyl-3H-[1,2,3]triazolo[4,5-d]pyrimidine (example 61), the title compound was prepared from 5-tert-butyl-7-(3,3-difluoropyrrolidin-1-yl)-3H-[1,2,3]triazolo[4,5-d]pyrimidine and 2-bromo-1-(3-chlorophenyl)ethanone and isolated as white solid. MS (m/e): 435.3 (MH+). Starting materials: N,N'-carbonyldiimidazole, CNC1=C(C=C(C(=O)C2(CCCCC2)CC(=O)O)C=C1)[N+](=O)[O-] ([1-(4-methylamino-3-nitro-benzoyl)-cyclohexyl]-acetic acid), CO (methanol). Solvent: O1CCCC1 (tetrahydrofuran). Product: COC(CC1(CCCCC1)C(C1=CC(=C(C=C1)NC)[N+](=O)[O-])=O)=O (Methyl[1-(4-methylamino-3-nitro-benzoyl)-cyclohexyl]-acetate). Reaction SMILES: [CH3:1][NH:2][C:3]1[CH:20]=[CH:19][C:6]([C:7]([C:9]2([CH2:15][C:16]([OH:18])=[O:17])[CH2:14][CH2:13][CH2:12][CH2:11][CH2:10]2)=[O:8])=[CH:5][C:4]=1[N+:21]([O-:23])=[O:22].[CH3:24]O>O1CCCC1>[CH3:24][O:17][C:16](=[O:18])[CH2:15][C:9]1([C:7](=[O:8])[C:6]2[CH:19]=[CH:20][C:3]([NH:2][CH3:1])=[C:4]([N+:21]([O-:23])=[O:22])[CH:5]=2)[CH2:10][CH2:11][CH2:12][CH2:13][CH2:14]1. Procedure: 4.9 g (0.015 mol) of [1-(4-methylamino-3-nitro-benzoyl)-cyclohexyl]-acetic acid are dissolved in 100 ml tetrahydrofuran and after the addition of 2.4 g (0.015 mol) of N,N'-carbonyldiimidazole the mixture is refluxed for 15 minutes. After concentration of the solution and addition of 30 ml methanol the mixture is refluxed for 3 hours. The solvent is distilled off, the residue chromatographed on silica gel and eluted with methylene chloride+methanol (1-5%). The desired fractions are combined and c... The reactants are C1(CC1)C=1C=CC(=NC1OCC1CC1)C(=O)O (5-cyclopropyl-6-cyclopropylmethyloxy-pyridine-2-carboxylic acid), Cl.COC([C@H](CC1CC1)N)=O ((αS)-α-amino-cyclopropanepropanoic acid methyl ester hydrochloride). Yields the product COC([C@H](CC1CC1)NC(=O)C1=NC(=C(C=C1)C1CC1)OCC1CC1)=O ((S)-3-Cyclopropyl-2-[(5-cyclopropyl-6-cyclopropylmethoxy-pyridine-2-carbonyl)-amino]-propionic acid methyl ester). As a reaction SMILES: [CH:1]1([C:4]2[CH:5]=[CH:6][C:7]([C:15]([OH:17])=O)=[N:8][C:9]=2[O:10][CH2:11][CH:12]2[CH2:14][CH2:13]2)[CH2:3][CH2:2]1.Cl.[CH3:19][O:20][C:21](=[O:28])[C@@H:22]([NH2:27])[CH2:23][CH:24]1[CH2:26][CH2:25]1>>[CH3:19][O:20][C:21](=[O:28])[C@@H:22]([NH:27][C:15]([C:7]1[CH:6]=[CH:5][C:4]([CH:1]2[CH2:2][CH2:3]2)=[C:9]([O:10][CH2:11][CH:12]2[CH2:13][CH2:14]2)[N:8]=1)=[O:17])[CH2:23][CH:24]1[CH2:26][CH2:25]1 |f:1.2|. Procedure details: The title compound was synthesized in analogy to Example 1, using 5-cyclopropyl-6-cyclopropylmethyloxy-pyridine-2-carboxylic acid (Example 42a) and (αS)-α-amino-cyclopropanepropanoic acid methyl ester hydrochloride (1:1) (CAN 206438-31-5) as starting materials, LC-MS (UV peak area/ESI) 100%, 359.153 (M+H)+. Starting materials: C(C)(=O)OCCCC(C)(Cl)N=NC(C)(C)C (4-t-butylazo-4-chloropentyl acetate), [C-]#N.[Na+] (sodium cyanide), CO (methanol), [OH-].[K+] (potassium hydroxide), [C-]#N.[Na+] (sodium cyanide), CCCCC (pentane). The solvent is O (water). Reaction conditions: temperature 10 celsius. The product is C(C)(C)(C)N=NC(CCCO)(C)C#N (4-t-Butylazo-4-cyanopentanol). Reaction SMILES: [C-:1]#[N:2].[Na+].C[OH:5].C(OCCCC([N:16]=[N:17][C:18]([CH3:21])([CH3:20])[CH3:19])(Cl)C)(=O)C.[OH-].[K+].[CH3:24][CH2:25][CH2:26][CH2:27][CH3:28]>O>[C:18]([N:17]=[N:16][C:25]([C:1]#[N:2])([CH3:24])[CH2:26][CH2:27][CH2:28][OH:5])([CH3:21])([CH3:20])[CH3:19] |f:0.1,4.5|. Reported procedure: To a 200 ml 3-neck bottom flask equipped with a magnetic stirrer, thermometer and addition funnel was added 10.3 grams (0.21 mole) of sodium cyanide and 80 mls of 75% aqueous methanol. The mixture was stirred at room temperature until the sodium cyanide dissolved. The solution was cooled to 10° C. and 49.7 grams (0.2 mole) of 4-t-butylazo-4-chloropentyl acetate was added dropwise over 20 minutes while holding the temperature at 10° to 15° C. with a cold water bath. After the addition was complet...